Dataset: the Open Reaction Database (ORD), a public repository of structured organic reaction records. Task: describe an organic reaction: reactants, conditions, products, and yield Reactants: BrN1C(CCC1=O)=O (N-Bromosuccinimide), CC(C)(C#N)N=NC(C)(C)C#N (AIBN), FC1=C(C#N)C=CC(=C1)C (2-fluoro-4-methylbenzonitrile). Run in C(Cl)(Cl)(Cl)Cl (carbon tetrachloride). Product: BrCC1=CC(=C(C#N)C=C1)F (4-(bromomethyl)-2-fluorobenzonitrile). RXN SMILES: [Br:1]N1C(=O)CCC1=O.CC(N=NC(C#N)(C)C)(C#N)C.[F:21][C:22]1[CH:29]=[C:28]([CH3:30])[CH:27]=[CH:26][C:23]=1[C:24]#[N:25]>C(Cl)(Cl)(Cl)Cl>[Br:1][CH2:30][C:28]1[CH:27]=[CH:26][C:23]([C:24]#[N:25])=[C:22]([F:21])[CH:29]=1. Procedure: N-Bromosuccinimide and AIBN were added to a carbon tetrachloride solution of 2-fluoro-4-methylbenzonitrile, followed by heating under reflux to obtain 4-(bromomethyl)-2-fluorobenzonitrile. By allowing this to react with morpholine in DMF in the presence of potassium carbonate, 2-fluoro-4-(morpholin-4-ylmethyl)benzonitrile was obtained. In DMF and in the presence of potassium carbonate, this was allowed to react with cyclohexanamine at 160° C. for 30 minutes while carrying out microwave irradiati... Starting materials: Cl.C1(=CC=CC=C1)C=1C=C2C(=NNC2=C(C1)C(=O)N)C1CCNCC1 (5-phenyl-3-(4-piperidinyl)-1H-indazole-7-carboxamide hydrochloride), C(C)(C)N(CC)C(C)C (diisopropylethylamine), CN1C(=NC(=C1)S(=O)(=O)Cl)C (1,2-dimethyl-1H-imidazole-4-sulfonyl chloride). The reagents and catalysts are CN(C)C=1C=CN=CC1 (DMAP). Solvent: CN(C)C=O (DMF). Conditions: time 8 hour. Product: CN1C(=NC(=C1)S(=O)(=O)N1CCC(CC1)C1=NNC2=C(C=C(C=C12)C1=CC=CC=C1)C(=O)N)C (3-{1-[(1,2-dimethyl-1H-imidazol-4-yl)sulfonyl]-4-piperidinyl}-5-phenyl-1H-indazole-7-carboxamide). Isolated yield 37.3%. Reaction SMILES: Cl.[C:2]1([C:8]2[CH:9]=[C:10]3[C:14](=[C:15]([C:17]([NH2:19])=[O:18])[CH:16]=2)[NH:13][N:12]=[C:11]3[CH:20]2[CH2:25][CH2:24][NH:23][CH2:22][CH2:21]2)[CH:7]=[CH:6][CH:5]=[CH:4][CH:3]=1.C(N(C(C)C)CC)(C)C.[CH3:35][N:36]1[CH:40]=[C:39]([S:41](Cl)(=[O:43])=[O:42])[N:38]=[C:37]1[CH3:45]>CN(C=O)C.CN(C1C=CN=CC=1)C>[CH3:35][N:36]1[CH:40]=[C:39]([S:41]([N:23]2[CH2:24][CH2:25][CH:20]([C:11]3[C:10]4[C:14](=[C:15]([C:17]([NH2:19])=[O:18])[CH:16]=[C:8]([C:2]5[CH:3]=[CH:4][CH:5]=[CH:6][CH:7]=5)[CH:9]=4)[NH:13][N:12]=3)[CH2:21][CH2:22]2)(=[O:43])=[O:42])[N:38]=[C:37]1[CH3:45] |f:0.1|. Procedure details: To a solution of 5-phenyl-3-(4-piperidinyl)-1H-indazole-7-carboxamide hydrochloride (Example 2) (50 mg, 0.14 mmol) in DMF (3 mL) was added diisopropylethylamine (100 uL, 0.56 mmol), DMAP (20 mg, 0.014 mmol) and 1,2-dimethyl-1H-imidazole-4-sulfonyl chloride (33 mg, 0.168 mmol). The reaction mixture was stirred at room temperature overnight. The solution was filtered. The filtrate was concentrated and the residue was purified by using a Gilson semi-preparative HPLC system, eluting with 10% B to 80... Reactants: [Br-], CON(C)C(=O)c1cccc(-c2ccc3oc(CCN4CCCC4C)cc3c2)c1, [Mg+]C1CCCC1. Yields the product CC1CCCN1CCc1cc2cc(-c3cccc(C=O)c3)ccc2o1. As a reaction SMILES: [Br-:30].[CH3:1][O:2][N:3]([C:4]([c:5]1[cH:6][c:7](-[c:11]2[cH:12][cH:13][c:14]3[c:15]([cH:16][c:17]([CH2:19][CH2:20][N:21]4[CH:22]([CH3:26])[CH2:23][CH2:24][CH2:25]4)[o:18]3)[cH:27]2)[cH:8][cH:9][cH:10]1)=[O:28])[CH3:29].[CH:31]1([Mg+:32])[CH2:33][CH2:34][CH2:35][CH2:36]1>>[CH:4]([c:5]1[cH:6][c:7](-[c:11]2[cH:12][cH:13][c:14]3[c:15]([cH:16][c:17]([CH2:19][CH2:20][N:21]4[CH:22]([CH3:26])[CH2:23][CH2:24][CH2:25]4)[o:18]3)[cH:27]2)[cH:8][cH:9][cH:10]1)=[O:28].